From a dataset of the Open Reaction Database (ORD), a public repository of structured organic reaction records. describe an organic reaction: reactants, conditions, products, and yield The reactants are BrC=1N(C=C(N1)C(=O)OCC1=CC=CC=C1)C (benzyl 2-bromo-1-methyl-1H-imidazole-4-carboxylate), P(=O)([O-])([O-])[O-].[K+].[K+].[K+] (potassium phosphate), CN1N=CC(=C1)B1OC(C(O1)(C)C)(C)C (1-methyl-4-(4,4,5,5-tetramethyl-1,3,2-dioxaborolan-2-yl)-1H-pyrazole). The reagents and catalysts are C=1C=CC(=CC1)[P](C=2C=CC=CC2)(C=3C=CC=CC3)[Pd]([P](C=4C=CC=CC4)(C=5C=CC=CC5)C=6C=CC=CC6)([P](C=7C=CC=CC7)(C=8C=CC=CC8)C=9C=CC=CC9)[P](C=1C=CC=CC1)(C=1C=CC=CC1)C=1C=CC=CC1 (Pd(PPh3)4). Run in COCCOC (1,2-dimethoxyethane). Conditions: temperature 90 celsius. The product is CN1C(=NC(=C1)C(=O)OCC1=CC=CC=C1)C=1C=NN(C1)C (Benzyl 1-methyl-2-(1-methyl-1H-pyrazol-4-yl)-1H-imidazole-4-carboxylate). As a reaction SMILES: Br[C:2]1[N:3]([CH3:17])[CH:4]=[C:5]([C:7]([O:9][CH2:10][C:11]2[CH:16]=[CH:15][CH:14]=[CH:13][CH:12]=2)=[O:8])[N:6]=1.P([O-])([O-])([O-])=O.[K+].[K+].[K+].[CH3:26][N:27]1[CH:31]=[C:30](B2OC(C)(C)C(C)(C)O2)[CH:29]=[N:28]1>COCCOC.C1C=CC([P]([Pd]([P](C2C=CC=CC=2)(C2C=CC=CC=2)C2C=CC=CC=2)([P](C2C=CC=CC=2)(C2C=CC=CC=2)C2C=CC=CC=2)[P](C2C=CC=CC=2)(C2C=CC=CC=2)C2C=CC=CC=2)(C2C=CC=CC=2)C2C=CC=CC=2)=CC=1>[CH3:17][N:3]1[CH:4]=[C:5]([C:7]([O:9][CH2:10][C:11]2[CH:16]=[CH:15][CH:14]=[CH:13][CH:12]=2)=[O:8])[N:6]=[C:2]1[C:30]1[CH:29]=[N:28][N:27]([CH3:26])[CH:31]=1 |f:1.2.3.4,^1:50,52,71,90|. Procedure details: Into a flask containing a solution of benzyl 2-bromo-1-methyl-1H-imidazole-4-carboxylate (2 g, 6.77 mmol) in 1,2-dimethoxyethane (40 ml), potassium phosphate (2.3 g, 20.3 mmol) and 1-methyl-4-(4,4,5,5-tetramethyl-1,3,2-dioxaborolan-2-yl)-1H-pyrazole (1.41 g, 6.77 mmol) were added at RT under argon atmosphere. The resulting mixture was degassed and purged with argon for 10 minutes. Then Pd(PPh3)4 (0.310 g, 0.2 mmol) was added to the reaction mixture and heated at 90° C. for 12 h. The reaction mix... Reactants: COC(=O)Cc1cccc(CBr)c1, O=C([O-])[O-], Nc1nc(Cl)nc2nc[nH]c12, [K+], [K+], CN(C)C=O. The product is COC(=O)Cc1cccc(Cn2cnc3c(N)nc(Cl)nc32)c1. RXN SMILES: [Br:18][CH2:19][c:20]1[cH:21][c:22]([CH2:26][C:27](=[O:28])[O:29][CH3:30])[cH:23][cH:24][cH:25]1.[C:12](=[O:13])([O-:14])[O-:15].[Cl:1][c:2]1[n:3][c:4]([NH2:11])[c:5]2[nH:6][cH:7][n:8][c:9]2[n:10]1.[K+:16].[K+:17].[O:31]=[CH:32][N:33]([CH3:34])[CH3:35]>>[Cl:1][c:2]1[n:3][c:4]([NH2:11])[c:5]2[n:6][cH:7][n:8]([CH2:19][c:20]3[cH:21][c:22]([CH2:26][C:27](=[O:28])[O:29][CH3:30])[cH:23][cH:24][cH:25]3)[c:9]2[n:10]1. Reactants: [N+](=[N-])=C (diazomethane), C(C1=CC=CC=C1)(C1=CC=CC=C1)(C1=CC=CC=C1)NCCCCCC(O)=C(C#N)C#N (5-(Tritylamino)pentylhydroxymethylenemalononitrile), C(C)(=O)O (acetic acid). Solvent: CCOCC.ClCCl (ether dichloromethane). Run at time 6 hour. Yields the product C(C1=CC=CC=C1)(C1=CC=CC=C1)(C1=CC=CC=C1)NCCCCCC(OC)=C(C#N)C#N (5-(Tritylamino)pentylmethoxymethylenemalononitrile). RXN SMILES: [C:1]([NH:20][CH2:21][CH2:22][CH2:23][CH2:24][CH2:25][C:26](=[C:28]([C:31]#[N:32])[C:29]#[N:30])[OH:27])([C:14]1[CH:19]=[CH:18][CH:17]=[CH:16][CH:15]=1)([C:8]1[CH:13]=[CH:12][CH:11]=[CH:10][CH:9]=1)[C:2]1[CH:7]=[CH:6][CH:5]=[CH:4][CH:3]=1.[N+](=[CH2:35])=[N-].C(O)(=O)C>CCOCC.ClCCl>[C:1]([NH:20][CH2:21][CH2:22][CH2:23][CH2:24][CH2:25][C:26](=[C:28]([C:29]#[N:30])[C:31]#[N:32])[O:27][CH3:35])([C:8]1[CH:13]=[CH:12][CH:11]=[CH:10][CH:9]=1)([C:14]1[CH:15]=[CH:16][CH:17]=[CH:18][CH:19]=1)[C:2]1[CH:3]=[CH:4][CH:5]=[CH:6][CH:7]=1 |f:3.4|. Reported procedure: A suspension of the malononitrile of Example 2 (13 g, 31 mmole) in ether/dichloromethane (900 mL/100 mL), cooled in an ice bath, was treated with a freshly prepared ethereal solution of diazomethane (from 50 mmole of Diazald® (Aldrich Chemical Company)). The solution was stirred for 6 hr and then neutralized with acetic acid (10 mL). The solution was evaporated to dryness and the residue chromatographed on silica gel using dichloromethane/acetone (4/1) as the eluent. Fractions containing product... The reactants are C12(CC3CC(CC(C1)C3)C2)C=2C=C(CCN(C(C(F)(F)F)=O)C)C=CC2OC(C)C (N-(3-(1-Admantyl)-4-isopropoxyphenethyl)-2,2,2-trifluoro-N-methyl-acetamide), [OH-].[Na+] (NaOH). Run in CO (MeOH). Reaction conditions: time 3 hour. Product: C12(CC3CC(CC(C1)C3)C2)C=2C=C(C=CC2OC(C)C)CCNC (2-(3-(1-Admantyl)-4-isopropoxyphenyl)-N-methylethanamine). The yield is 88.5%. RXN SMILES: [C:1]12([C:11]3[CH:12]=[C:13]([CH:24]=[CH:25][C:26]=3[O:27][CH:28]([CH3:30])[CH3:29])[CH2:14][CH2:15][N:16](C)[C:17](=O)C(F)(F)F)[CH2:10][CH:5]3[CH2:6][CH:7]([CH2:9][CH:3]([CH2:4]3)[CH2:2]1)[CH2:8]2.[OH-].[Na+]>CO>[C:1]12([C:11]3[CH:12]=[C:13]([CH2:14][CH2:15][NH:16][CH3:17])[CH:24]=[CH:25][C:26]=3[O:27][CH:28]([CH3:29])[CH3:30])[CH2:2][CH:3]3[CH2:9][CH:7]([CH2:6][CH:5]([CH2:4]3)[CH2:10]1)[CH2:8]2 |f:1.2|. Reported procedure: To a stirred solution of the product of Step E (0.21 g; 0.5 mmol) in MeOH (10 ml) was added NaOH (0.1 g) and this was stirred for 3 h at room temperature. The solvent was evaporated to dryness and the residue was taken in a mixture of solvents (EtOAc:MeOH:AcOH; 10 ml:2 ml:0.5 ml) and passed through Celite bead, which was washed with EtOAc (10 ml). The combined filtrates were evaporated to dryness to give the title compound (0.145 g, 94%) as pale paste. 1H-NMR (CDCl3) 1.36 (d, 6H, J=6 Hz); 1.74 (... The reactants are C(=O)(O)[O-].[Na+] (NaHCO3), ClC1=C(C=NC=C1C=1C=NC=2NCCCC2C1)COC1CCN(CC1)C(C)=O (1-{4-[4-Chloro-5-(5,6,7,8-tetrahydro-[1,8]naphthyridin-3-yl)-pyridin-3-ylmethoxy]-piperidin-1-yl}-ethanone), N1=CC=CC=C1 (pyridine), C(C)(=O)Cl (Acetyl chloride). Run in C(Cl)Cl (DCM), O (water), C(Cl)Cl (DCM). Reaction conditions: temperature 0 celsius, time 1 hour. Product: C(C)(=O)N1CCCC=2C=C(C=NC12)C=1C(=C(C=NC1)COC1CCN(CC1)C(C)=O)Cl (1-{4-[5-(8-Acetyl-5,6,7,8-tetrahydro-[1,8]naphthyridin-3-yl)-4-chloro-pyridin-3-ylmethoxy]-piperidin-1-yl}-ethanone). The yield is 59.0%. Reaction SMILES: [Cl:1][C:2]1[C:7]([C:8]2[CH:9]=[N:10][C:11]3[NH:12][CH2:13][CH2:14][CH2:15][C:16]=3[CH:17]=2)=[CH:6][N:5]=[CH:4][C:3]=1[CH2:18][O:19][CH:20]1[CH2:25][CH2:24][N:23]([C:26](=[O:28])[CH3:27])[CH2:22][CH2:21]1.N1C=CC=CC=1.[C:35](Cl)(=[O:37])[CH3:36].C([O-])(O)=O.[Na+]>C(Cl)Cl.O>[C:35]([N:12]1[C:11]2[N:10]=[CH:9][C:8]([C:7]3[C:2]([Cl:1])=[C:3]([CH2:18][O:19][CH:20]4[CH2:25][CH2:24][N:23]([C:26](=[O:28])[CH3:27])[CH2:22][CH2:21]4)[CH:4]=[N:5][CH:6]=3)=[CH:17][C:16]=2[CH2:15][CH2:14][CH2:13]1)(=[O:37])[CH3:36] |f:3.4|. Reported procedure: 1-{4-[4-Chloro-5-(5,6,7,8-tetrahydro-[1,8]naphthyridin-3-yl)-pyridin-3-ylmethoxy]-piperidin-1-yl}-ethanone (26 mg, 0.065 mmol) and pyridine (0.016 mL, 0.195 mmol) are dissolved in DCM (1.0 mL) and the mixture is cooled down to 0° C. Acetyl chloride (0.007 mL, 0.097 mmol) is added and the mixture is warmed up to room temperature and stirred for 1 hr. Then saturated NaHCO3 aqueous solution (10 mL) is added along with DCM (30 mL) and water (15 mL). The mixture is stirred for 15 min and the aqueous ...